Dataset: the Open Reaction Database (ORD), a public repository of structured organic reaction records. Task: describe an organic reaction: reactants, conditions, products, and yield Reactants: C(C)OC(CCCCCCN1C(N(C2=C1C=CC=C2)C2=CC=CC=C2)=O)=O (7-(2-oxo-3-phenyl-benzimidazolin-1-yl)-enanthic acid ethyl ester), [OH-].[Na+] (NaOH). The product is O=C1N(C2=C(N1CCCCCCC(=O)O)C=CC=C2)C2=CC=CC=C2 (7-(2-Oxo-3-phenyl-benzimidazolin-1-yl)-enanthic acid). RXN SMILES: C([O:3][C:4](=[O:27])[CH2:5][CH2:6][CH2:7][CH2:8][CH2:9][CH2:10][N:11]1[C:15]2[CH:16]=[CH:17][CH:18]=[CH:19][C:14]=2[N:13]([C:20]2[CH:25]=[CH:24][CH:23]=[CH:22][CH:21]=2)[C:12]1=[O:26])C.[OH-].[Na+]>>[O:26]=[C:12]1[N:11]([CH2:10][CH2:9][CH2:8][CH2:7][CH2:6][CH2:5][C:4]([OH:27])=[O:3])[C:15]2[CH:16]=[CH:17][CH:18]=[CH:19][C:14]=2[N:13]1[C:20]1[CH:25]=[CH:24][CH:23]=[CH:22][CH:21]=1 |f:1.2|. Reported procedure: The product is produced as described in example 22 from 16 g. of 7-(2-oxo-3-phenyl-benzimidazolin-1-yl)-enanthic acid ethyl ester and 2.1 g. of NaOH. Starting materials: FC(OC1=CC=C(C(=O)Cl)C=C1)(F)F (4-trifluoromethoxy-benzoyl chloride), C(C)(C)N(C(C)C)CC (N,N-diisopropyl ethylamine), Cl.NCC1=C2C(N(C(=NC2=CC=C1)C)C1C(NC(CC1)=O)=O)=O (3-(5-aminomethyl-2-methyl-4-oxo-4H-quinazolin-3-yl)-piperidine-2,6-dione hydrogen chloride). Run in C(C)#N (acetonitrile). Reaction conditions: time 15 minute. Product: O=C1NC(CCC1N1C(=NC2=CC=CC(=C2C1=O)CNC(C1=CC=C(C=C1)OC(F)(F)F)=O)C)=O (N-[3-(2,6-dioxo-piperidin-3-yl)-2-methyl-4-oxo-3,4-dihydro-quinazolin-5-ylmethyl]-4-trifluoromethoxy-benzamide). Yield: 50.5%. RXN SMILES: Cl.[NH2:2][CH2:3][C:4]1[CH:13]=[CH:12][CH:11]=[C:10]2[C:5]=1[C:6](=[O:23])[N:7]([CH:15]1[CH2:20][CH2:19][C:18](=[O:21])[NH:17][C:16]1=[O:22])[C:8]([CH3:14])=[N:9]2.[F:24][C:25]([F:37])([F:36])[O:26][C:27]1[CH:35]=[CH:34][C:30]([C:31](Cl)=[O:32])=[CH:29][CH:28]=1.C(N(CC)C(C)C)(C)C>C(#N)C>[O:22]=[C:16]1[CH:15]([N:7]2[C:6](=[O:23])[C:5]3[C:10](=[CH:11][CH:12]=[CH:13][C:4]=3[CH2:3][NH:2][C:31](=[O:32])[C:30]3[CH:34]=[CH:35][C:27]([O:26][C:25]([F:24])([F:36])[F:37])=[CH:28][CH:29]=3)[N:9]=[C:8]2[CH3:14])[CH2:20][CH2:19][C:18](=[O:21])[NH:17]1 |f:0.1|. Procedure details: To a stirred mixture of 3-(5-aminomethyl-2-methyl-4-oxo-4H-quinazolin-3-yl)-piperidine-2,6-dione hydrogen chloride (0.49 g, 1.5 mmol) in acetonitrile (10 mL), was added 4-trifluoromethoxy-benzoyl chloride (0.34 mL, 2.2 mmol) and N,N-diisopropyl ethylamine (0.63 mL, 3.6 mmol). The mixture was stirred at room temp for 15 minutes. The solvent was evaporated, and the residue was purified by flash column chromatography (Silica gel, methanol/methylene chloride 4%/96%) to give N-[3-(2,6-dioxo-piperidin... Starting materials: O=C(CNC(=O)c1cccc(C(F)(F)F)c1)NC1CNC1, C[Si](C)(C)c1ncc(C2(O)CCC(=O)CC2)s1. Product: C[Si](C)(C)c1ncc(C2(O)CCC(N3CC(NC(=O)CNC(=O)c4cccc(C(F)(F)F)c4)C3)CC2)s1. As a reaction SMILES: [NH:18]1[CH2:19][CH:20]([NH:22][C:23](=[O:24])[CH2:25][NH:26][C:27]([c:28]2[cH:29][c:30]([C:34]([F:35])([F:36])[F:37])[cH:31][cH:32][cH:33]2)=[O:38])[CH2:21]1.[OH:1][C:2]1([c:9]2[cH:10][n:11][c:12]([Si:14]([CH3:15])([CH3:16])[CH3:17])[s:13]2)[CH2:3][CH2:4][C:5](=[O:8])[CH2:6][CH2:7]1>>[OH:1][C:2]1([c:9]2[cH:10][n:11][c:12]([Si:14]([CH3:15])([CH3:16])[CH3:17])[s:13]2)[CH2:3][CH2:4][CH:5]([N:18]2[CH2:19][CH:20]([NH:22][C:23](=[O:24])[CH2:25][NH:26][C:27]([c:28]3[cH:29][c:30]([C:34]([F:35])([F:36])[F:37])[cH:31][cH:32][cH:33]3)=[O:38])[CH2:21]2)[CH2:6][CH2:7]1. Starting materials: N(=[N+]=[N-])C(C(=O)OCC)[C@H](C(F)(F)F)C (ethyl (3R)-2-azido-4,4,4-trifluoro-3-methylbutanoate), [H][H] (hydrogen). Reagents/catalysts: [Pd] (palladium on carbon). Solvent: C(C)O (ethanol). Conditions: time 8 hour. Product: FC([C@@H]([C@H](N)C(=O)OCC)C)(F)F (Ethyl (3R)-4,4,4-trifluorovalinate). RXN SMILES: [N:1]([CH:4]([C@@H:10]([CH3:15])[C:11]([F:14])([F:13])[F:12])[C:5]([O:7][CH2:8][CH3:9])=[O:6])=[N+]=[N-].[H][H]>C(O)C.[Pd]>[F:12][C:11]([F:13])([F:14])[C@H:10]([CH3:15])[C@@H:4]([C:5]([O:7][CH2:8][CH3:9])=[O:6])[NH2:1]. Procedure: 32.8 g of crude ethyl (3R)-2-azido-4,4,4-trifluoro-3-methylbutanoate (diastereomer mixture) were dissolved in 110 ml of ethanol and, after inertizing with argon, 6.98 g of palladium on carbon (5%) were added. The mixture was stirred overnight at standard pressure under an atmosphere of hydrogen, with the reaction vessel repeatedly being vented and filled with fresh hydrogen. The reaction mixture was then filtered off through Celite, the filter residue was washed with 50 ml of ethanol and the fil... Reactants: N#Cc1ccncc1, O=C(c1ccccc1)c1ccccc1. Product: OC(c1ccccc1)(c1ccccc1)c1ccncc1. RXN SMILES: [C:1](#[N:2])[c:3]1[cH:4][cH:5][n:6][cH:7][cH:8]1.[O:9]=[C:10]([c:11]1[cH:12][cH:13][cH:14][cH:15][cH:16]1)[c:17]1[cH:18][cH:19][cH:20][cH:21][cH:22]1>>[c:3]1([C:10]([OH:9])([c:11]2[cH:12][cH:13][cH:14][cH:15][cH:16]2)[c:17]2[cH:18][cH:19][cH:20][cH:21][cH:22]2)[cH:4][cH:5][n:6][cH:7][cH:8]1. Starting materials: COC(=O)CN(C(=O)OC(C)(C)C)C1CCc2c(-c3nnc(-c4ccc(OC(C)C)c(C#N)c4)s3)cccc21, CO, [Na+], [OH-]. The product is CC(C)Oc1ccc(-c2nnc(-c3cccc4c3CCC4N(CC(=O)O)C(=O)OC(C)(C)C)s2)cc1C#N. As a reaction SMILES: [C:1]([CH3:2])([CH3:3])([CH3:4])[O:5][C:6](=[O:7])[N:8]([CH2:9][C:10](=[O:11])[O:12][CH3:13])[CH:14]1[CH2:15][CH2:16][c:17]2[c:18](-[c:23]3[s:24][c:25](-[c:28]4[cH:29][c:30]([C:38]#[N:39])[c:31]([O:34][CH:35]([CH3:36])[CH3:37])[cH:32][cH:33]4)[n:26][n:27]3)[cH:19][cH:20][cH:21][c:22]21.[CH3:42][OH:43].[Na+:41].[OH-:40]>>[C:1]([CH3:2])([CH3:3])([CH3:4])[O:5][C:6](=[O:7])[N:8]([CH2:9][C:10](=[O:11])[OH:12])[CH:14]1[CH2:15][CH2:16][c:17]2[c:18](-[c:23]3[s:24][c:25](-[c:28]4[cH:29][c:30]([C:38]#[N:39])[c:31]([O:34][CH:35]([CH3:36])[CH3:37])[cH:32][cH:33]4)[n:26][n:27]3)[cH:19][cH:20][cH:21][c:22]21. Starting materials: COC1=CC=C(CCl)C=C1 (p-Methoxybenzyl chloride), P(OCC)(OCC)OCC (triethyl phosphite). Product: COC1=CC=C(CP(OCC)(OCC)=O)C=C1 (Diethyl 4-methoxybenzylphosphonate). As a reaction SMILES: [CH3:1][O:2][C:3]1[CH:10]=[CH:9][C:6]([CH2:7]Cl)=[CH:5][CH:4]=1.[P:11]([O:18]CC)([O:15][CH2:16][CH3:17])[O:12][CH2:13][CH3:14]>>[CH3:1][O:2][C:3]1[CH:10]=[CH:9][C:6]([CH2:7][P:11](=[O:18])([O:15][CH2:16][CH3:17])[O:12][CH2:13][CH3:14])=[CH:5][CH:4]=1. Procedure: p-Methoxybenzyl chloride was reacted with triethyl phosphite as described in Example 2.